describe an organic reaction: reactants, conditions, products, and yield From a dataset of the Open Reaction Database (ORD), a public repository of structured organic reaction records. Starting materials: C1CCOC1, CO, Cl, [Na+], [OH-], COC(=O)Cc1ccccc1. Yields the product O=C(O)Cc1ccccc1. RXN SMILES: [CH2:15]1[O:16][CH2:17][CH2:18][CH2:19]1.[CH3:20][OH:21].[ClH:14].[Na+:13].[OH-:12].[c:1]1([CH2:7][C:8](=[O:9])[O:10][CH3:11])[cH:2][cH:3][cH:4][cH:5][cH:6]1>>[c:1]1([CH2:7][C:8](=[O:9])[OH:10])[cH:2][cH:3][cH:4][cH:5][cH:6]1. The reactants are ClC1=NC(=NC=C1C(=O)OCC)C(F)(F)F (ethyl 4-chloro-2-trifluoromethylpyrimidine-5-carboxylate), NN (hydrazine). Run in C1CCOC1 (THF). The product is N(N)C1=NC(=NC=C1C(=O)OCC)C(F)(F)F (Ethyl 4-hydrazino-2-trifluoromethylpyrimidine-5-carboxylate). The yield is 96.0%. Reaction SMILES: Cl[C:2]1[C:7]([C:8]([O:10][CH2:11][CH3:12])=[O:9])=[CH:6][N:5]=[C:4]([C:13]([F:16])([F:15])[F:14])[N:3]=1.[NH2:17][NH2:18]>C1COCC1>[NH:17]([C:2]1[C:7]([C:8]([O:10][CH2:11][CH3:12])=[O:9])=[CH:6][N:5]=[C:4]([C:13]([F:16])([F:15])[F:14])[N:3]=1)[NH2:18]. Procedure: A solution of ethyl 4-chloro-2-trifluoromethylpyrimidine-5-carboxylate (0.20 g, 0.79 mmol), hydrazine (0.18 g, 6.0 mmol) and THF was stirred for 1 h at room temperature. The solution was filtered and dried to give the title compound in a 96% yield; 1HNMR (CDCl3) δ 9.26 (s, 1H), 8.90 (s, 1H), 4.40 (q, 2H), 4.24 (bs, 2H), 1.41 (t, 3H). The reactants are OCCBr, CCC(=O)N(c1ccccc1)C1(C(=O)OC)CCNCC1, CC#N, [I-], [Na+], [Na+], [Na+], O=C([O-])[O-]. Product: CCC(=O)N(c1ccccc1)C1(C(=O)OC)CCN(CCO)CC1. As a reaction SMILES: [Br:22][CH2:23][CH2:24][OH:25].[CH3:1][O:2][C:3](=[O:4])[C:5]1([N:11]([C:12]([CH2:13][CH3:14])=[O:15])[c:16]2[cH:17][cH:18][cH:19][cH:20][cH:21]2)[CH2:6][CH2:7][NH:8][CH2:9][CH2:10]1.[CH3:34][C:35]#[N:36].[I-:33].[Na+:26].[Na+:27].[Na+:32].[O-:28][C:29](=[O:30])[O-:31]>>[CH3:1][O:2][C:3](=[O:4])[C:5]1([N:11]([C:12]([CH2:13][CH3:14])=[O:15])[c:16]2[cH:17][cH:18][cH:19][cH:20][cH:21]2)[CH2:6][CH2:7][N:8]([CH2:23][CH2:24][OH:25])[CH2:9][CH2:10]1. The product is C(C)OC(C1=CC(=C(C=C1)O)Br)=O (3-bromo-4-hydroxybenzoic acid ethyl ester). Solvent: C(C)#N (acetonitrile). Procedure: This procedure is modified from the work of Oberhauser (J. Org. Chem, 1997, 62,4504). To a solution of 4-hydroxybenzoic acid ethyl ester (57.8 g, 348 mmol) in 480 mL of dry acetonitrile was added HBF4 EtO (54% in Et2O, 32.9 mL). The solution was cooled to −15° C. with an ice/methanol bath. N-bromosuccmimide (67.2 g, 378 mmol) was added portionwise at a rate where the temperature would not rise above −10° C. After addition was complete, the cooling bath was removed and the reaction mixture wag al... Run at temperature -15 celsius, time 8 hour. Reactants: C(C)OC(C1=CC=C(C=C1)O)=O (4-hydroxybenzoic acid ethyl ester), HBF4 EtO, BrN1C(CCC1=O)=O (N-bromosuccmimide). Reaction SMILES: [CH2:1]([O:3][C:4](=[O:12])[C:5]1[CH:10]=[CH:9][C:8]([OH:11])=[CH:7][CH:6]=1)[CH3:2].[Br:13]N1C(=O)CCC1=O>C(#N)C>[CH2:1]([O:3][C:4](=[O:12])[C:5]1[CH:10]=[CH:9][C:8]([OH:11])=[C:7]([Br:13])[CH:6]=1)[CH3:2]. Yield: 82.9%. The reactants are C(C)N(CC)S(F)(F)F (diethylaminosulfur trifluoride), C(O)([O-])=O.[Na+] (sodium hydrogen carbonate), C(C1=CC=CC=C1)N1CC(CC1)(O)C1=C(C(=CC=C1)F)F (1-benzyl-3-(2,3-difluorophenyl)pyrrolidin-3-ol), C(C)N(CC)S(F)(F)F (diethylaminosulfur trifluoride). Run in ClCCl (dichloromethane), ClCCl (dichloromethane). Yields the product C(C1=CC=CC=C1)N1CC(CC1)(F)C1=C(C(=CC=C1)F)F (1-BENZYL-3-(2,3-DIFLUOROPHENYL)-3-FLUOROPYRROLIDINE). Yield: 37.5%. Reaction SMILES: [CH2:1]([N:8]1[CH2:12][CH2:11][C:10]([C:14]2[CH:19]=[CH:18][CH:17]=[C:16]([F:20])[C:15]=2[F:21])(O)[CH2:9]1)[C:2]1[CH:7]=[CH:6][CH:5]=[CH:4][CH:3]=1.C(N(S(F)(F)[F:28])CC)C.C(=O)([O-])O.[Na+]>ClCCl>[CH2:1]([N:8]1[CH2:12][CH2:11][C:10]([C:14]2[CH:19]=[CH:18][CH:17]=[C:16]([F:20])[C:15]=2[F:21])([F:28])[CH2:9]1)[C:2]1[CH:7]=[CH:6][CH:5]=[CH:4][CH:3]=1 |f:2.3|. Reported procedure: To a solution of 1-benzyl-3-(2,3-difluorophenyl)pyrrolidin-3-ol (5.3 g, 18.3 mmol) in dichloromethane (30 mL) at 0° C. was added drop wise, a solution of diethylaminosulfur trifluoride (2.93 mL, 22.4 mmol) in dichloromethane. The cooling was removed and the mixture was stirred at ambient temperature for 2 h after which an additional amount of diethylaminosulfur trifluoride (0.1 mL, 0.76 mmol) was added. The mixture was stirred for 1 h at ambient temperature after which aqueous sodium hydrogen ca...